From a dataset of the Open Reaction Database (ORD), a public repository of structured organic reaction records. describe an organic reaction: reactants, conditions, products, and yield The reactants are CC(C)(C)c1cc(F)c([N+](=O)[O-])cc1O, CCO, O=C[O-], [NH4+]. Yields the product CC(C)(C)c1cc(F)c(N)cc1O. RXN SMILES: [C:1]([CH3:2])([CH3:3])([CH3:4])[c:5]1[c:6]([OH:15])[cH:7][c:8]([N+:12]([O-:13])=[O:14])[c:9]([F:11])[cH:10]1.[CH3:20][CH2:21][OH:22].[CH:16]([O-:17])=[O:18].[NH4+:19]>>[C:1]([CH3:2])([CH3:3])([CH3:4])[c:5]1[c:6]([OH:15])[cH:7][c:8]([NH2:12])[c:9]([F:11])[cH:10]1. The reactants are C=CCCBr, N#Cc1ccc(Br)cc1, C1CCOC1, Cc1ccccc1, Cl, [Mg], c1ccc(P(c2ccccc2)(c2ccccc2)[Pd](P(c2ccccc2)(c2ccccc2)c2ccccc2)(P(c2ccccc2)(c2ccccc2)c2ccccc2)P(c2ccccc2)(c2ccccc2)c2ccccc2)cc1. Product: C=CCCc1ccc(C#N)cc1. RXN SMILES: [Br:2][CH2:3][CH2:4][CH:5]=[CH2:6].[Br:7][c:8]1[cH:9][cH:10][c:11]([C:12]#[N:13])[cH:14][cH:15]1.[CH2:17]1[O:18][CH2:19][CH2:20][CH2:21]1.[CH3:99][c:100]1[cH:101][cH:102][cH:103][cH:104][cH:105]1.[ClH:16].[Mg:1].[cH:22]1[cH:23][cH:24][c:25]([P:26]([Pd:27]([P:28]([c:29]2[cH:30][cH:31][cH:32][cH:33][cH:34]2)([c:35]2[cH:36][cH:37][cH:38][cH:39][cH:40]2)[c:41]2[cH:42][cH:43][cH:44][cH:45][cH:46]2)([P:47]([c:48]2[cH:49][cH:50][cH:51][cH:52][cH:53]2)([c:54]2[cH:55][cH:56][cH:57][cH:58][cH:59]2)[c:60]2[cH:61][cH:62][cH:63][cH:64][cH:65]2)[P:66]([c:67]2[cH:68][cH:69][cH:70][cH:71][cH:72]2)([c:73]2[cH:74][cH:75][cH:76][cH:77][cH:78]2)[c:79]2[cH:80][cH:81][cH:82][cH:83][cH:84]2)([c:85]2[cH:86][cH:87][cH:88][cH:89][cH:90]2)[c:91]2[cH:92][cH:93][cH:94][cH:95][cH:96]2)[cH:97][cH:98]1>>[CH2:3]([CH2:4][CH:5]=[CH2:6])[c:8]1[cH:9][cH:10][c:11]([C:12]#[N:13])[cH:14][cH:15]1. Reactants: CS(C)=O, Clc1ncccn1, [K+], [K+], O=C([O-])[O-], O, O=Cc1cccc(O)c1. Product: O=Cc1cccc(Oc2ncccn2)c1. Reaction SMILES: [CH3:24][S:25]([CH3:26])=[O:27].[Cl:10][c:11]1[n:12][cH:13][cH:14][cH:15][n:16]1.[K+:17].[K+:18].[O-:19][C:20]([O-:21])=[O:22].[OH2:23].[OH:1][c:2]1[cH:3][c:4]([CH:5]=[O:6])[cH:7][cH:8][cH:9]1>>[O:1]([c:2]1[cH:3][c:4]([CH:5]=[O:6])[cH:7][cH:8][cH:9]1)[c:11]1[n:12][cH:13][cH:14][cH:15][n:16]1. Starting materials: FC=1C=C(C(=O)N[C@@H](CCC(=O)OC(C)(C)C)C(=O)OC(C)(C)C)C=CC1N(CCOS(=O)(=O)C)CCOS(=O)(=O)C (Di-tert-butyl 3-fluoro,4-[Bis(2-(mesyloxy)ethyl)amino]benzoyl-L-glutamate), ( 17 ), FC=1C=C(C(=O)N[C@@H](CCC(=O)OC(C)(C)C)C(=O)OC(C)(C)C)C=CC1N(CCCl)CCCl (Di-tert-butyl 3-fluoro,4-[Bis(2-chloroethyl)amino]benzoyl-L-glutamate). The solvent is C(=O)(C(F)(F)F)O (TFA). Run at time 40 minute. Yields the product C(C1=CC=CC=C1)(=O)N[C@@H](CCC(=O)O)C(=O)O (benzoyl-L-glutamic acid). As a reaction SMILES: F[C:2]1[CH:3]=[C:4]([CH:25]=[CH:26][C:27]=1N(CCOS(C)(=O)=O)CCOS(C)(=O)=O)[C:5]([NH:7][C@H:8]([C:18]([O:20]C(C)(C)C)=[O:19])[CH2:9][CH2:10][C:11]([O:13]C(C)(C)C)=[O:12])=[O:6].FC1C=C(C=CC=1N(CCCl)CCCl)C(N[C@H](C(OC(C)(C)C)=O)CCC(OC(C)(C)C)=O)=O>C(O)(C(F)(F)F)=O>[C:5]([NH:7][C@H:8]([C:18]([OH:20])=[O:19])[CH2:9][CH2:10][C:11]([OH:13])=[O:12])(=[O:6])[C:4]1[CH:3]=[CH:2][CH:27]=[CH:26][CH:25]=1. Procedure details: Compound (16) (0.10 g, 0.16 mmol), (17) (0.08 g, 0.13 mmol), or (18) (0.06 g, 0.11 mmol) was suspended in TFA (4% w/v) and stirred for 40 min at room temperature. The acid was removed under reduced pressure and the remaining oil was diluted with ethyl acetate (1 ml) which was evaporated. This latter step was repeated 5-6 times. Compound (19); yield (0.09 g, 91%) 3-fluoro, 4-[bis-[2-mesyloxy)ethyl]amino]benzoyl-L-glutamic acid, was obtained as a pure product from (16); 1H NMR (Me2 SO-d6)δ1.99 (m,... Yields the product [Si](O)(O)(O)O.N1=C(N)N=C(N)N=C1N.C=O (formaldehyde melamine silicate). Starting materials: [Si](O)(O)(O)O.N1=C(N)N=C(N)N=C1N (melamine silicate), C=O (formaldehyde), [Si](O)(O)(O)O.N1=C(N)N=C(N)N=C1N (melamine silicate). As a reaction SMILES: [Si:1]([OH:5])([OH:4])([OH:3])[OH:2].[N:6]1[C:13]([NH2:14])=[N:12][C:10]([NH2:11])=[N:9][C:7]=1[NH2:8].[CH2:15]=[O:16]>>[Si:1]([OH:5])([OH:4])([OH:3])[OH:2].[N:6]1[C:13]([NH2:14])=[N:12][C:10]([NH2:11])=[N:9][C:7]=1[NH2:8].[CH2:15]=[O:16] |f:0.1,3.4.5|. Procedure details: Moist silicic acid gel containing equivalent to about one mol of silicon dioxide with a pH of 6.5 to 8, is mixed with one mol of melamine, heated to 70° to 260° C., while mixing, for 20 to 60 minutes, thereby producing a white, fine, granular compound, melamine silicate. The said melamine silicate is added to about 5 mols of aqueous formaldehyde, heated to 70° to 120° C. for 30 to 90 minutes; the melamine silicate goes into solution; the solution is filtered; and about 5% to 15% of the said sili...